Dataset: the Open Reaction Database (ORD), a public repository of structured organic reaction records. Task: describe an organic reaction: reactants, conditions, products, and yield Reactants: CN(C)C(=O)Cc1ccc(Br)cc1, [Na+], [OH-], O. The product is CN(C)CCc1ccc(Br)cc1. RXN SMILES: [Br:1][c:2]1[cH:3][cH:4][c:5]([CH2:8][C:9](=[O:10])[N:11]([CH3:12])[CH3:13])[cH:6][cH:7]1.[Na+:15].[OH-:14].[OH2:16]>>[Br:1][c:2]1[cH:3][cH:4][c:5]([CH2:8][CH2:9][N:11]([CH3:12])[CH3:13])[cH:6][cH:7]1. The reactants are Fc1ccc(Br)c(C(F)(F)F)c1, CS(C)=O, CCOC(C)=O, [K+], [K+], [K+], Nc1ncccc1-c1ccc(O)cc1, O, O=P([O-])([O-])[O-]. Yields the product Nc1ncccc1-c1ccc(Oc2ccc(Br)c(C(F)(F)F)c2)cc1. RXN SMILES: [Br:23][c:24]1[c:25]([C:31]([F:32])([F:33])[F:34])[cH:26][c:27]([F:30])[cH:28][cH:29]1.[CH3:36][S:37]([CH3:38])=[O:39].[CH3:40][CH2:41][O:42][C:43]([CH3:44])=[O:45].[K+:6].[K+:7].[K+:8].[NH2:9][c:10]1[n:11][cH:12][cH:13][cH:14][c:15]1-[c:16]1[cH:17][cH:18][c:19]([OH:22])[cH:20][cH:21]1.[OH2:35].[P:1]([O-:2])([O-:3])([O-:4])=[O:5]>>[NH2:9][c:10]1[n:11][cH:12][cH:13][cH:14][c:15]1-[c:16]1[cH:17][cH:18][c:19]([O:22][c:27]2[cH:26][c:25]([C:31]([F:32])([F:33])[F:34])[c:24]([Br:23])[cH:29][cH:28]2)[cH:20][cH:21]1. Reactants: N1N=CC(=C1)B1OC(C)(C)C(C)(C)O1 (pyrazole-4-boronic acid pinacol ester), BrCCCOC (1-bromo-3-methoxypropane). Product: COCCCN1N=CC(=C1)B1OC(C(O1)(C)C)(C)C (1-(3-Methoxypropyl)-4-(4,4,5,5-tetramethyl-[1,3,2]dioxaborolan-2-yl)-1H-pyrazole). As a reaction SMILES: [NH:1]1[CH:5]=[C:4]([B:6]2[O:14][C:11]([CH3:13])([CH3:12])[C:8]([CH3:10])([CH3:9])[O:7]2)[CH:3]=[N:2]1.Br[CH2:16][CH2:17][CH2:18][O:19][CH3:20]>>[CH3:20][O:19][CH2:18][CH2:17][CH2:16][N:2]1[CH:3]=[C:4]([B:6]2[O:7][C:8]([CH3:9])([CH3:10])[C:11]([CH3:13])([CH3:12])[O:14]2)[CH:5]=[N:1]1. Procedure details: The title compound was prepared from pyrazole-4-boronic acid pinacol ester and 1-bromo-3-methoxypropane according to Method AC (90° C.) and was isolated as an orange gum (quantitative) that was used without further purification. LCMS (ES+) 267.0 (M+H)+, RT 2.96 minutes (Method 1). Reactants: BrC=1C=C2CCCC(C2=CC1)=O (6-bromotetralone), N1CCCC1 (pyrrolidine). The solvent is C1(=CC=CC=C1)C (toluene). Yields the product N1(CCCC1)C1=CC2=CC=C(C=C2CC1)Br (2-pyrrolidinyl-6-bromo-3,4-dihydronaphthalene). Isolated yield 97.4%. As a reaction SMILES: [Br:1][C:2]1[CH:3]=[C:4]2[C:9](=[CH:10][CH:11]=1)[C:8](=O)[CH2:7][CH2:6][CH2:5]2.[NH:13]1[CH2:17][CH2:16][CH2:15][CH2:14]1>C1(C)C=CC=CC=1>[N:13]1([C:7]2[CH2:6][CH2:5][C:4]3[C:9](=[CH:10][CH:11]=[C:2]([Br:1])[CH:3]=3)[CH:8]=2)[CH2:17][CH2:16][CH2:15][CH2:14]1. Procedure: To a 250 ml round bottomed flask was added 5.00 g (22.21 mmol) of the 6-bromotetralone afforded above in Step B; 70 ml of dry toluene and 3.1 g (3.7 ml) of pyrrolidine. The flask was equipped with a Dean-Stark trap, a condenser, a nitrogen inlet tube and a magnetic stirrer and the reaction refluxed for four hours. The solvent was evaporated under vacuum to afford 6.02 g (97.4%) of the subtitle compound as a brown crystalline material which was used without further purification.